From a dataset of the Open Reaction Database (ORD), a public repository of structured organic reaction records. describe an organic reaction: reactants, conditions, products, and yield Starting materials: C(=O)C1C2C=CC(C1C(=O)OC)C2 (methyl 2-formyl-bicyclo[2.2.1]hept-5-en-3-yl-carboxylate), C (charcoal). Reagents/catalysts: [Pd] (Pd). Run in C(C)(=O)OCC (ethyl acetate). Product: C(=O)C1C2CCC(C1C(=O)OC)C2 (Methyl 2-formyl-bicyclo[2.2.1]hept-3-yl-carboxylate). Isolated yield 81.6%. As a reaction SMILES: [CH:1]([CH:3]1[CH:8]([C:9]([O:11][CH3:12])=[O:10])[CH:7]2[CH2:13][CH:4]1[CH:5]=[CH:6]2)=[O:2].C>C(OCC)(=O)C.[Pd]>[CH:1]([CH:3]1[CH:8]([C:9]([O:11][CH3:12])=[O:10])[CH:7]2[CH2:13][CH:4]1[CH2:5][CH2:6]2)=[O:2]. Reported procedure: 4 g (0.022 mole) of methyl 2-formyl-bicyclo[2.2.1]hept-5-en-3-yl-carboxylate--see Example 2 above--in 60 ml of ethyl acetate were hydrogenated in the presense of 100 mg of 10% Pd over charcoal at atmospheric pressure and at room temperature. After absorption (about 1 h) of the theoretical quantity of hydrogen, the reaction mixture was filtered and the clear filtrate was concentrated under reduced pressure. The obtained residue was distilled (pressure: 0.05 Torr/bath temperature: 82-115°) to yiel... Starting materials: CC(C)(O)C#Cc1ccc(OCCCCCO)cc1, Cc1ccccc1, CCOC(C)=O, Cl, [Na+], [OH-], O. The product is C#Cc1ccc(OCCCCCO)cc1. As a reaction SMILES: [CH3:1][C:2]([C:3]#[C:4][c:5]1[cH:6][cH:7][c:8]([O:9][CH2:10][CH2:11][CH2:12][CH2:13][CH2:14][OH:15])[cH:16][cH:17]1)([OH:18])[CH3:19].[CH3:20][c:21]1[cH:22][cH:23][cH:24][cH:25][cH:26]1.[CH3:30][CH2:31][O:32][C:33](=[O:34])[CH3:35].[ClH:29].[Na+:28].[OH-:27].[OH2:36]>>[CH:3]#[C:4][c:5]1[cH:6][cH:7][c:8]([O:9][CH2:10][CH2:11][CH2:12][CH2:13][CH2:14][OH:15])[cH:16][cH:17]1. Reactants: OC1=C(C(=O)NC)C=CC(=C1CCC)O (2,4-Dihydroxy-N-methyl-3-propylbenzamide), ICCCOC1=C(C2=C(CCC(O2)C(=O)OC)C=C1)CCC (Methyl 7-(3-iodopropoxy)-3,4-dihydro-8-propyl-2H-1-benzopyran-2-carboxylate), C([O-])([O-])=O.[K+].[K+] (potassium carbonate), CN(C)C=O (DMF). Solvent: C(C)(=O)OCC (ethyl acetate). Conditions: time 8 hour. The product is OC=1C(=C(OCCCOC2=C(C3=C(CCC(O3)C(=O)OC)C=C2)CCC)C=CC1C(=O)NC)CCC (Methyl 3,4-dihydro-7-[3-[3-hydroxy-2-propyl-4-[(methylamino)carbonyl]phenoxy]propoxy]-8-propyl-2H-1-benzopyran-2-carboxylate). As a reaction SMILES: [OH:1][C:2]1[C:11]([CH2:12][CH2:13][CH3:14])=[C:10]([OH:15])[CH:9]=[CH:8][C:3]=1[C:4]([NH:6][CH3:7])=[O:5].I[CH2:17][CH2:18][CH2:19][O:20][C:21]1[CH:34]=[CH:33][C:24]2[CH2:25][CH2:26][CH:27]([C:29]([O:31][CH3:32])=[O:30])[O:28][C:23]=2[C:22]=1[CH2:35][CH2:36][CH3:37].C(=O)([O-])[O-].[K+].[K+].CN(C=O)C>C(OCC)(=O)C>[OH:1][C:2]1[C:11]([CH2:12][CH2:13][CH3:14])=[C:10]([CH:9]=[CH:8][C:3]=1[C:4]([NH:6][CH3:7])=[O:5])[O:15][CH2:17][CH2:18][CH2:19][O:20][C:21]1[CH:34]=[CH:33][C:24]2[CH2:25][CH2:26][CH:27]([C:29]([O:31][CH3:32])=[O:30])[O:28][C:23]=2[C:22]=1[CH2:35][CH2:36][CH3:37] |f:2.3.4|. Procedure details: The compound of Example 10 (200 mg, 0 96 mmol), the compound of Example 23 (400 mg, 0.96 mmol) and potassium carbonate (264 mg, 1.92 mmol) were added to about 20 ml of DMF. The reaction mixture was stirred at room temperature overnight. The reaction mixture was diluted with ethyl acetate and washed with water. The organic layer was dried over magnesium sulfate and concentrated under vacuum. Chromatography of the crude material on silica gel with 30% ethyl acetate/hexane as eluant followed by rec... The reactants are Br/C=C/[C@@H](C)CC/C=C(C)/C, ClC(c1cccc(OC)c1)C. Reagents/catalysts: [Na+].[I-], Cl[Ni]Cl.COCCOC, C1(C2(C3=N[C@H](c4ccccc4C5)[C@H]5O3)CC2)=N[C@H]6[C@H](Cc7ccccc76)O1. Solvent: CC(N(C)C)=O. Reaction conditions: temperature 0 celsius, time 3.25 hour. The product is C[C@@H](CC/C=C(C)/C)/C=C/[C@H](C)c1cc(OC)ccc1. The yield is 72.0%. The reactants are CC(C)(C)c1ccc(N2C(=O)N(Cc3ccnc(Cl)c3)C(C)(C)C2=O)cc1, O=C([O-])[O-], CC(=O)[O-], CC(=O)[O-], [Cs+], [Cs+], Nc1ccnnc1, C1COCCO1, [Pd+2]. Product: CC(C)(C)c1ccc(N2C(=O)N(Cc3ccnc(Nc4ccnnc4)c3)C(C)(C)C2=O)cc1. As a reaction SMILES: [C:1]([CH3:2])([CH3:3])([CH3:4])[c:5]1[cH:6][cH:7][c:8]([N:11]2[C:12](=[O:27])[N:13]([CH2:19][c:20]3[cH:21][c:22]([Cl:26])[n:23][cH:24][cH:25]3)[C:14]([CH3:17])([CH3:18])[C:15]2=[O:16])[cH:9][cH:10]1.[C:35](=[O:36])([O-:37])[O-:38].[C:47]([O-:48])(=[O:49])[CH3:50].[C:51]([O-:52])(=[O:53])[CH3:54].[Cs+:39].[Cs+:40].[NH2:28][c:29]1[cH:30][n:31][n:32][cH:33][cH:34]1.[O:41]1[CH2:42][CH2:43][O:44][CH2:45][CH2:46]1.[Pd+2:55]>>[C:1]([CH3:2])([CH3:3])([CH3:4])[c:5]1[cH:6][cH:7][c:8]([N:11]2[C:12](=[O:27])[N:13]([CH2:19][c:20]3[cH:21][c:22]([NH:28][c:29]4[cH:30][n:31][n:32][cH:33][cH:34]4)[n:23][cH:24][cH:25]3)[C:14]([CH3:17])([CH3:18])[C:15]2=[O:16])[cH:9][cH:10]1. The reactants are C1CCOC1, CCOCC, CCOC(C)=O, SC1CC1, O=Cc1cc([N+](=O)[O-])ccc1F, [K+], [K+], O=C([O-])[O-], CN(C)C=O. Product: O=Cc1cc([N+](=O)[O-])ccc1SC1CC1. As a reaction SMILES: [CH2:23]1[O:24][CH2:25][CH2:26][CH2:27]1.[CH3:28][CH2:29][O:30][CH2:31][CH3:32].[CH3:38][CH2:39][O:40][C:41]([CH3:42])=[O:43].[CH:1]1([SH:4])[CH2:2][CH2:3]1.[F:5][c:6]1[c:7]([CH:8]=[O:9])[cH:10][c:11]([N+:14](=[O:15])[O-:16])[cH:12][cH:13]1.[K+:17].[K+:18].[O-:19][C:20]([O-:21])=[O:22].[O:33]=[CH:34][N:35]([CH3:36])[CH3:37]>>[CH:1]1([S:4][c:6]2[c:7]([CH:8]=[O:9])[cH:10][c:11]([N+:14](=[O:15])[O-:16])[cH:12][cH:13]2)[CH2:2][CH2:3]1. The reactants are FC=1C=C(CNC2=C(C=NC(=C2)NC2=CC=C(C=C2)N2CCNCC2)CC(=O)N)C=C(C1)F (4-[(3,5-difluorobenzyl)amino]-6-{[4-(piperazin-1-yl)phenyl]amino}pyridine-3-carboxyamide), compound, C(C)(=O)O (acetic acid), C(C)(=O)O[BH-](OC(C)=O)OC(C)=O.[Na+] (sodium triacetoxyborohydride), C(=O)(OC(C)(C)C)NCC=O (N-Boc-2-aminoacetaldehyde). Run in C(Cl)(Cl)Cl (chloroform). Reaction conditions: time 8 hour. Yields the product C(C)(C)(C)OC(=O)NCCN1CCN(CC1)C1=CC=C(C=C1)NC1=CC(=C(C=N1)CC(=O)N)NCC1=CC(=CC(=C1)F)F (6-[(4-{4-[2-(tert-butoxycarbonyl)aminoethyl]piperazin-1-yl}phenyl)amino]-4-[(3,5-difluorobenzyl)amino]pyridine-3-carboxyamide). The yield is 72.2%. Reaction SMILES: [F:1][C:2]1[CH:3]=[C:4]([CH:30]=[C:31]([F:33])[CH:32]=1)[CH2:5][NH:6][C:7]1[CH:12]=[C:11]([NH:13][C:14]2[CH:19]=[CH:18][C:17]([N:20]3[CH2:25][CH2:24][NH:23][CH2:22][CH2:21]3)=[CH:16][CH:15]=2)[N:10]=[CH:9][C:8]=1[CH2:26][C:27]([NH2:29])=[O:28].C(O)(=O)C.C(O[BH-](OC(=O)C)OC(=O)C)(=O)C.[Na+].[C:52]([NH:59][CH2:60][CH:61]=O)([O:54][C:55]([CH3:58])([CH3:57])[CH3:56])=[O:53]>C(Cl)(Cl)Cl>[C:55]([O:54][C:52]([NH:59][CH2:60][CH2:61][N:23]1[CH2:24][CH2:25][N:20]([C:17]2[CH:16]=[CH:15][C:14]([NH:13][C:11]3[N:10]=[CH:9][C:8]([CH2:26][C:27]([NH2:29])=[O:28])=[C:7]([NH:6][CH2:5][C:4]4[CH:3]=[C:2]([F:1])[CH:32]=[C:31]([F:33])[CH:30]=4)[CH:12]=3)=[CH:19][CH:18]=2)[CH2:21][CH2:22]1)=[O:53])([CH3:58])([CH3:57])[CH3:56] |f:2.3|. Reported procedure: 20 mg of 4-[(3,5-difluorobenzyl)amino]-6-{[4-(piperazin-1-yl)phenyl]amino}pyridine-3-carboxyamide (the compound of Example 221) was dissolved in 0.5 mL of chloroform, to which 1.4 mg of acetic acid, 15 mg of sodium triacetoxyborohydride and 8.7 mg of N-Boc-2-aminoacetaldehyde were added, and stirred overnight at room temperature. The reaction mixture was washed with water and saturated saline, and dried on anhydrous sodium sulfate. The solvent was evaporated, and the residue was purified by sili... Starting materials: C(C)OC=1C=C(C=O)C=C(C1F)OCC (3,5-diethoxy-4-fluoro-benzaldehyde), C(#N)[BH3-].[Na+] (sodium cyanoborohydride), C(C)N(C(C)C)C(C)C (N-ethyl-diisopropylamine), COC=1C=C(C(=O)NC2CCNCC2)C=C(C1)OCC1=NN=NN1 (3-methoxy-N-piperidin-4-yl-5-(1H-tetrazol-5-ylmethoxy)-benzamide), C(C)(C)(C)OC(=O)N1CCC(CC1)NC(C1=CC(=CC(=C1)OCC1=NN=NN1C(C1=CC=CC=C1)(C1=CC=CC=C1)C1=CC=CC=C1)OC)=O (4-[3-methoxy-5-(1-trityl-1H-tetrazol-5-ylmethoxy)-benzoylamino]-piperidine-1-carboxylic acid tert-butyl ester), C(C)(C)(C)OC(=O)N1CCC(CC1)NC(C1=CC(=CC(=C1)OCC=1N=NN(N1)C(C1=CC=CC=C1)(C1=CC=CC=C1)C1=CC=CC=C1)OC)=O (4-[3-methoxy-5-(2-trityl-2H-tetrazol-5-ylmethoxy)-benzoylamino]-piperidine-1-carboxylic acid tert-butyl ester), FC(C(=O)O)(F)F (trifluoroacetic acid). The solvent is C(C)O (ethanol), C(C)(=O)O (acetic acid), ClCCl (dichloromethane). Product: C(C)OC=1C=C(CN2CCC(CC2)NC(C2=CC(=CC(=C2)OCC2=NN=NN2)OC)=O)C=C(C1F)OCC (N-[1-(3,5-Diethoxy-4-fluoro-benzyl)-piperidin-4-yl]-3-methoxy-5-(1H-tetrazol-5-ylmethoxy)-benzamide). RXN SMILES: [CH3:1][O:2][C:3]1[CH:4]=[C:5]([CH:15]=[C:16]([O:18][CH2:19][C:20]2[NH:24][N:23]=[N:22][N:21]=2)[CH:17]=1)[C:6]([NH:8][CH:9]1[CH2:14][CH2:13][NH:12][CH2:11][CH2:10]1)=[O:7].C(OC(N1CCC(NC(=O)C2C=C(OCC3N(C(C4C=CC=CC=4)(C4C=CC=CC=4)C4C=CC=CC=4)N=NN=3)C=C(OC)C=2)CC1)=O)(C)(C)C.C(OC(N1CCC(NC(=O)C2C=C(OCC3N=NN(C(C4C=CC=CC=4)(C4C=CC=CC=4)C4C=CC=CC=4)N=3)C=C(OC)C=2)CC1)=O)(C)(C)C.FC(F)(F)C(O)=O.[CH2:132]([O:134][C:135]1[CH:136]=[C:137]([CH:140]=[C:141]([O:144][CH2:145][CH3:146])[C:142]=1[F:143])[CH:138]=O)[CH3:133].C([BH3-])#N.[Na+].C(N(C(C)C)C(C)C)C>ClCCl.C(O)C.C(O)(=O)C>[CH2:132]([O:134][C:135]1[CH:136]=[C:137]([CH:140]=[C:141]([O:144][CH2:145][CH3:146])[C:142]=1[F:143])[CH2:138][N:12]1[CH2:11][CH2:10][CH:9]([NH:8][C:6](=[O:7])[C:5]2[CH:15]=[C:16]([O:18][CH2:19][C:20]3[NH:21][N:22]=[N:23][N:24]=3)[CH:17]=[C:3]([O:2][CH3:1])[CH:4]=2)[CH2:14][CH2:13]1)[CH3:133] |f:5.6|. Reported procedure: In analogy to the procedure described in example 50k), 3-methoxy-N-piperidin-4-yl-5-(1H-tetrazol-5-ylmethoxy)-benzamide [prepared from 4-[3-methoxy-5-(1-trityl-1H-tetrazol-5-ylmethoxy)-benzoylamino]-piperidine-1-carboxylic acid tert-butyl ester and/or 4-[3-methoxy-5-(2-trityl-2H-tetrazol-5-ylmethoxy)-benzoylamino]-piperidine-1-carboxylic acid tert-butyl ester by reaction with trifluoroacetic acid in dichloromethane in analogy to the procedure described in example 50i)] was reacted with 3,5-dieth...